This data is from the Open Reaction Database (ORD), a public repository of structured organic reaction records. The task is: describe an organic reaction: reactants, conditions, products, and yield The reactants are COC(C1(NCC2=CC=C3C(=CN=C(C3=C2)Cl)Cl)CCCC1)=O (N-[(1,4-Dichloro-7-isoquinolinyl)methyl]cycloleucine methyl ester), Cl (HCl), Cl.Cl.ClC1=CN=C(C2=CC(=CC=C12)CNC1(CCCC1)C(=O)O)NC(=N)N (N-({4-Chloro-1-guanidino-7-isoquinolinyl}methyl)cycloleucine dihydrochloride), Cl.NC(=N)N (guanidine hydrochloride). Solvent: O (water), CS(=O)C (DMSO), C(Cl)Cl.CO (CH2Cl2 MeOH), CS(=O)C (DMSO). Reaction conditions: temperature 50 celsius. Product: COC(C1(NCC2=CC=C3C(=CN=C(C3=C2)NC(=N)N)Cl)CCCC1)=O (N-[(4-chloro-1-guanidino-7-isoquinolinyl)methyl]cycloleucine methyl ester). The yield is 4.6%. Reaction SMILES: Cl.Cl.[Cl:3][C:4]1[C:13]2[C:8](=[CH:9][C:10]([CH2:14][NH:15][C:16]3([C:21]([OH:23])=[O:22])[CH2:20][CH2:19][CH2:18][CH2:17]3)=[CH:11][CH:12]=2)[C:7]([NH:24][C:25]([NH2:27])=[NH:26])=[N:6][CH:5]=1.Cl.N[C:30](N)=N.COC(=O)C1(CCCC1)NCC1C=C2C(C(Cl)=CN=C2Cl)=CC=1.Cl>CS(C)=O.C(Cl)Cl.CO.O>[CH3:30][O:22][C:21](=[O:23])[C:16]1([CH2:17][CH2:18][CH2:19][CH2:20]1)[NH:15][CH2:14][C:10]1[CH:9]=[C:8]2[C:13]([C:4]([Cl:3])=[CH:5][N:6]=[C:7]2[NH:24][C:25]([NH2:27])=[NH:26])=[CH:12][CH:11]=1 |f:0.1.2,3.4,8.9|. Procedure: N-({4-Chloro-1-guanidino-7-isoquinolinyl}methyl)cycloleucine dihydrochloride ##STR99## NaH (52 mg, 80% dispersion in mineral oil, 1.73 mmol) was added to a slurry of guanidine hydrochloride (265 mg, 2.77 mmol) in DMSO (2.5 ml) and the mixture heated to 50° C. for 20 mins. N-[(1,4-Dichloro-7-isoquinolinyl)methyl]cycloleucine methyl ester (245 mg, 0.69 mmol) in DMSO (2.5 ml) was added and after heating at 90° C. for 41/2 h, the solution was poured into water (50 ml). The mixture was extracted with... Starting materials: Cc1cc(C)c(CNC(=O)c2cc(Br)cc3c2cnn3C2CCN(C(=O)OC(C)(C)C)CC2)c(=O)[nH]1, ClCCl, O=C(O)C(F)(F)F. The product is Cc1cc(C)c(CNC(=O)c2cc(Br)cc3c2cnn3C2CCNCC2)c(=O)[nH]1. As a reaction SMILES: [Br:1][c:2]1[cH:3][c:4]([C:24]([NH:25][CH2:26][c:27]2[c:28](=[O:35])[nH:29][c:30]([CH3:34])[cH:31][c:32]2[CH3:33])=[O:36])[c:5]2[cH:6][n:7][n:8]([CH:11]3[CH2:12][CH2:13][N:14]([C:17]([O:18][C:19]([CH3:20])([CH3:21])[CH3:22])=[O:23])[CH2:15][CH2:16]3)[c:9]2[cH:10]1.[Cl:44][CH2:45][Cl:46].[F:37][C:38]([F:39])([F:40])[C:41]([OH:42])=[O:43]>>[Br:1][c:2]1[cH:3][c:4]([C:24]([NH:25][CH2:26][c:27]2[c:28](=[O:35])[nH:29][c:30]([CH3:34])[cH:31][c:32]2[CH3:33])=[O:36])[c:5]2[cH:6][n:7][n:8]([CH:11]3[CH2:12][CH2:13][NH:14][CH2:15][CH2:16]3)[c:9]2[cH:10]1.